This data is from the Open Reaction Database (ORD), a public repository of structured organic reaction records. The task is: describe an organic reaction: reactants, conditions, products, and yield Starting materials: CCOC(=O)c1cc(-c2ccc(OC)cc2)nn(CC2CC2)c1=O, NCc1ccccn1, Cc1ccccc1C. Product: COc1ccc(-c2cc(C(=O)NCc3ccccn3)c(=O)n(CC3CC3)n2)cc1. RXN SMILES: [CH:1]1([CH2:4][n:5]2[n:6][c:7](-[c:17]3[cH:18][cH:19][c:20]([O:23][CH3:24])[cH:21][cH:22]3)[cH:8][c:9]([C:12]([O:14][CH2:13][CH3:15])=[O:16])[c:10]2=[O:11])[CH2:2][CH2:3]1.[NH2:25][CH2:26][c:27]1[n:28][cH:29][cH:30][cH:31][cH:32]1.[c:33]1([CH3:34])[c:35]([CH3:36])[cH:37][cH:38][cH:39][cH:40]1>>[CH:1]1([CH2:4][n:5]2[n:6][c:7](-[c:17]3[cH:18][cH:19][c:20]([O:23][CH3:24])[cH:21][cH:22]3)[cH:8][c:9]([C:12](=[O:14])[NH:25][CH2:26][c:27]3[n:28][cH:29][cH:30][cH:31][cH:32]3)[c:10]2=[O:11])[CH2:2][CH2:3]1. Starting materials: FC1=CC=C(C=C1)C1=CC2=C(N=C(CC(N2)=O)C=2C=C(C(=S)N)C=CC2)C=C1 (3-[7-(4-Fluoro-phenyl)-4-oxo-4,5-dihydro-3H-benzo[b][1,4]diazepin-2-yl]-thiobenzamide), ClCC(C)=O (chloroacetone), ClCC(C)=O (chloroacetone). Yields the product FC1=CC=C(C=C1)C=1C=CC2=C(NC(CC(=N2)C2=CC(=CC=C2)C=2SC=C(N2)C)=O)C1 (8-(4-Fluoro-phenyl)-4-[3-(4-methyl-thiazol-2-yl)-phenyl]-1,3-dihydro-benzo[b][1,4]diazepin-2-one), solid. As a reaction SMILES: [F:1][C:2]1[CH:7]=[CH:6][C:5]([C:8]2[CH:28]=[CH:27][C:11]3[N:12]=[C:13]([C:18]4[CH:19]=[C:20]([CH:24]=[CH:25][CH:26]=4)[C:21]([NH2:23])=[S:22])[CH2:14][C:15](=[O:17])[NH:16][C:10]=3[CH:9]=2)=[CH:4][CH:3]=1.Cl[CH2:30][C:31](=O)[CH3:32]>C(O)C>[F:1][C:2]1[CH:3]=[CH:4][C:5]([C:8]2[CH:28]=[CH:27][C:11]3[N:12]=[C:13]([C:18]4[CH:26]=[CH:25][CH:24]=[C:20]([C:21]5[S:22][CH:30]=[C:31]([CH3:32])[N:23]=5)[CH:19]=4)[CH2:14][C:15](=[O:17])[NH:16][C:10]=3[CH:9]=2)=[CH:6][CH:7]=1. Conditions: temperature 0 celsius, time 1 hour. Solvent: C(C)O (ethanol). Procedure: To a suspension of 3-[7-(4-fluoro-phenyl)-4-oxo-4,5-dihydro-3H-benzo[b][1,4]diazepin-2-yl]-thiobenzamide (Example 149) (97 mg, (0.25 mmol) in ethanol (5 mL) was added chloroacetone (0.1 mL, 1.25 mmol) and the mixture was heated at reflux. After 1 h and after 5 h of heating, more chloroacetone (2 times 0.1 mL, 1.25 mmol) was added. After 20 h the mixture was cooled to 0° C. and stirred for 0.5 h, and the title compound was isolated by filtration as light yellow solid (61 mg). Reactants: O (H2O), BrC=1C=CC(=NC1)N1C=NC(=C1)CO ((1-(5-bromopyridin-2-yl)-1H-imidazol-4-yl)methanol), [N-]=[N+]=[N-].[Na+] (NaN3), O=S(Cl)Cl (SOCl2). Run in CCOC(=O)C (EtOAc), CC#N (CH3CN). Run at time 10 minute. Yields the product N(=[N+]=[N-])CC=1N=CN(C1)C1=NC=C(C=C1)Br (2-(4-(azidomethyl)-1H-imidazol-1-yl)-5-bromopyridine). Yield: 87.4%. RXN SMILES: [Br:1][C:2]1[CH:3]=[CH:4][C:5]([N:8]2[CH:12]=[C:11]([CH2:13]O)[N:10]=[CH:9]2)=[N:6][CH:7]=1.O=S(Cl)Cl.[N-:19]=[N+:20]=[N-:21].[Na+].O>CC#N.CCOC(C)=O>[N:19]([CH2:13][C:11]1[N:10]=[CH:9][N:8]([C:5]2[CH:4]=[CH:3][C:2]([Br:1])=[CH:7][N:6]=2)[CH:12]=1)=[N+:20]=[N-:21] |f:2.3|. Procedure details: To a suspension of (1-(5-bromopyridin-2-yl)-1H-imidazol-4-yl)methanol (520 mg, 2.05 mmol) in CH3CN (5 mL) at room temperature was added SOCl2 (2.5 mL). With the addition, the suspension became clear. After 10 min of stirring, the mixture was concentrated in vacuo. The residue was dissolved in DMF (12 mL), and NaN3 (565 mg, 8.69 mmol) was added. The mixture was stirred at room temperature overnight. H2O and EtOAc were added. The organic phase was separated, washed with 5% NaHCO3, dried over Na2SO... The reactants are O, Cc1cc2c(=O)[nH]c(Cn3cc(CCO)c(C(F)(F)F)n3)nc2s1, CS(=O)(=O)Cl, c1ccncc1. The product is Cc1cc2c(=O)[nH]c(Cn3cc(CCOS(C)(=O)=O)c(C(F)(F)F)n3)nc2s1. As a reaction SMILES: [OH2:36].[OH:1][CH2:2][CH2:3][c:4]1[c:5]([C:21]([F:22])([F:23])[F:24])[n:6][n:7]([CH2:9][c:10]2[nH:11][c:12](=[O:20])[c:13]3[c:14]([n:15]2)[s:16][c:17]([CH3:19])[cH:18]3)[cH:8]1.[S:31](=[O:32])(=[O:33])([CH3:34])[Cl:35].[cH:25]1[cH:26][cH:27][n:28][cH:29][cH:30]1>>[O:1]([CH2:2][CH2:3][c:4]1[c:5]([C:21]([F:22])([F:23])[F:24])[n:6][n:7]([CH2:9][c:10]2[nH:11][c:12](=[O:20])[c:13]3[c:14]([n:15]2)[s:16][c:17]([CH3:19])[cH:18]3)[cH:8]1)[S:31](=[O:32])(=[O:33])[CH3:34].